From a dataset of the Open Reaction Database (ORD), a public repository of structured organic reaction records. describe an organic reaction: reactants, conditions, products, and yield Reaction SMILES: [NH:1]1[CH:5]=[CH:4][CH:3]=[N:2]1.I[C:7]1[CH:13]=[CH:12][C:10]([NH2:11])=[CH:9][CH:8]=1>>[N:1]1([C:7]2[CH:13]=[CH:12][C:10]([NH2:11])=[CH:9][CH:8]=2)[CH:5]=[CH:4][CH:3]=[N:2]1. Yields the product N1(N=CC=C1)C1=CC=C(N)C=C1 (4-(1H-pyrazol-1-yl)aniline). Starting materials: N1N=CC=C1 (1H-pyrazole), IC1=CC=C(N)C=C1 (4-iodoaniline). Reported procedure: Following General Procedure A (125° C., 24 hours), 1H-pyrazole (102 mg, 1.5 mmol) is coupled with 4-iodoaniline (220 mg, 1.0 mmol). The crude brown oil is purified by flash chromatography on silica gel (eluent: dichloromethane/hexanes=50/50) to provide 90 mg (57% isolated yield) of the desired product as an orange solid. Reactants: C#CC(C)(C)C, CC(C)O, C=CC=O, [Li], C1CCOC1. Product: C=CC(O)C#CC(C)(C)C. RXN SMILES: [C:2]([CH3:3])([CH3:4])([CH3:5])[C:6]#[CH:7].[CH:12]([OH:13])([CH3:14])[CH3:15].[CH:8](=[O:9])[CH:10]=[CH2:11].[Li:1].[O:16]1[CH2:17][CH2:18][CH2:19][CH2:20]1>>[C:2]([CH3:3])([CH3:4])([CH3:5])[C:6]#[C:7][CH:8]([OH:9])[CH:10]=[CH2:11]. Starting materials: C(C)(C)(C)C1=CC=C(C=C1)S(=O)(=O)NC=1C(=NC=C(C1)Cl)N1N=CC(=C1)[N+](=O)[O-] (4-tert-butyl-N-[5-chloro-2-(4-nitro-pyrazol-1-yl)-pyridin-3-yl]-benzenesulfonamide). Reagents/catalysts: [Pd] (Pd/C). Run in C(C)O (ethanol). Reaction conditions: time 2 hour. The product is NC=1C=NN(C1)C1=NC=C(C=C1NS(=O)(=O)C1=CC=C(C=C1)C(C)(C)C)Cl (N-[2-(4-amino-pyrazol-1-yl)-5-chloro-pyridin-3-yl]-4-tert-butyl-benzene sulfonamide). As a reaction SMILES: [C:1]([C:5]1[CH:10]=[CH:9][C:8]([S:11]([NH:14][C:15]2[C:16]([N:22]3[CH:26]=[C:25]([N+:27]([O-])=O)[CH:24]=[N:23]3)=[N:17][CH:18]=[C:19]([Cl:21])[CH:20]=2)(=[O:13])=[O:12])=[CH:7][CH:6]=1)([CH3:4])([CH3:3])[CH3:2]>C(O)C.[Pd]>[NH2:27][C:25]1[CH:24]=[N:23][N:22]([C:16]2[C:15]([NH:14][S:11]([C:8]3[CH:9]=[CH:10][C:5]([C:1]([CH3:3])([CH3:2])[CH3:4])=[CH:6][CH:7]=3)(=[O:12])=[O:13])=[CH:20][C:19]([Cl:21])=[CH:18][N:17]=2)[CH:26]=1. Procedure details: To a solution of 4-tert-butyl-N-[5-chloro-2-(4-nitro-pyrazol-1-yl)-pyridin-3-yl]-benzenesulfonamide (100 mg, 0.229 mmol) in 2 mL of ethanol was added 10% Pd/C and the heterogeneous solution was stirred under an atmosphere of hydrogen. After two hours, the reaction was filtered through celite and concentrated in vacuo. The crude reside was subsequently purified by flash column chromatography (0-100% ethyl acetate in hexanes) to afford N-[2-(4-amino-pyrazol-1-yl)-5-chloro-pyridin-3-yl]-4-tert-buty... Starting materials: ClC(C(=O)C1CCCCC1)(C)C (2-chloro-1-cyclohexyl-2-methyl-1-propanone), C1(=CC=C(C=C1)S(=O)(=O)[O-])C.[Na+] (sodium p-toluenesulfonate), O (H2O). Solvent: CS(=O)C (dimethylsulfoxide). Reaction conditions: temperature 60 celsius, time 20 hour. Yields the product C1(CCCCC1)C(=O)C(C)(C)S(=O)(=O)C1=CC=C(C=C1)C (2-cyclohexylcarbonyl-2-(p-toluenesulfonyl)propane). Isolated yield 27.4%. Reaction SMILES: Cl[C:2]([CH3:12])([CH3:11])[C:3]([CH:5]1[CH2:10][CH2:9][CH2:8][CH2:7][CH2:6]1)=[O:4].[C:13]1([CH3:23])[CH:18]=[CH:17][C:16]([S:19]([O-])(=[O:21])=[O:20])=[CH:15][CH:14]=1.[Na+].O>CS(C)=O>[CH:5]1([C:3]([C:2]([S:19]([C:16]2[CH:17]=[CH:18][C:13]([CH3:23])=[CH:14][CH:15]=2)(=[O:21])=[O:20])([CH3:12])[CH3:11])=[O:4])[CH2:10][CH2:9][CH2:8][CH2:7][CH2:6]1 |f:1.2|. Reported procedure: A solution of 2-chloro-1-cyclohexyl-2-methyl-1-propanone (30.0 g, 0.16 mole) and sodium p-toluenesulfonate (30.0 g, 0.17 mole) in dimethylsulfoxide was reacted with stirring at 60° C. for 20 hours. The reaction mixture was poured into cold H2O, and stirred at 0°-5° C. for 1 hour. The precipitate was filtered, washed with H2O and dried. The crude solid (18 g) was recrystallized from n-hexane/benzene to give 13.5 g of 2-cyclohexylcarbonyl-2-(p-toluenesulfonyl)propane as white needles. Reaction SMILES: [NH2:1][C:2]1[C:3]([C:21]([NH:23][CH3:24])=[O:22])=[N:4][C:5]([C:8]2[CH:13]=[CH:12][C:11]([O:14]C3CCCCO3)=[CH:10][CH:9]=2)=[CH:6][N:7]=1.Cl.[OH2:26]>CO>[NH2:1][C:2]1[C:3]([C:21]([NH:23][CH3:24])=[O:22])=[N:4][C:5]([C:8]2[CH:13]=[CH:12][C:11]([O:14][OH:26])=[CH:10][CH:9]=2)=[CH:6][N:7]=1. Conditions: time 15 minute. Isolated yield 64.0%. The solvent is CO (methanol). Product: NC=1C(=NC(=CN1)C1=CC=C(C=C1)OO)C(=O)NC (3-amino-N-methyl-6-(4-hydroxyoxyphenyl)pyrazine-2-carboxamide). Reported procedure: 3-amino-N-methyl-6-[4-(tetrahydro-2H-pyran-2-yloxy)phenyl]pyrazine-2-carboxamide (63 mg) was suspended in methanol followed by addition of aqueous hydrochloric acid (2 mL). The mixture was stirred for 15 min., poured into water (10 mL), and extracted with ethyl acetate (10 mL). The organic layer was washed with saturate aqueous sodium chloride then dried over anhydrous sodium sulfate. Filtration, concentration and column chromatography on silica followed by drying in vacuo afforded 3-amino-N-met... Reactants: NC=1C(=NC(=CN1)C1=CC=C(C=C1)OC1OCCCC1)C(=O)NC (3-amino-N-methyl-6-[4-(tetrahydro-2H-pyran-2-yloxy)phenyl]pyrazine-2-carboxamide), Cl (hydrochloric acid), O (water).